describe an organic reaction: reactants, conditions, products, and yield From a dataset of the Open Reaction Database (ORD), a public repository of structured organic reaction records. Starting materials: CCCCCCCCOc1ccc(-c2ccc(C(=O)Cl)cc2)cc1, CCO, ClC(Cl)Cl, ClCCl, CCCCCOC(=O)C(C)Oc1ccc(O)cc1, c1ccncc1. Product: CCCCCCCCOc1ccc(-c2ccc(C(=O)Oc3ccc(OC(C)C(=O)OCCCCC)cc3)cc2)cc1. RXN SMILES: [CH2:23]([CH2:24][CH2:25][CH2:26][CH2:27][CH2:28][CH2:29][CH3:30])[O:31][c:32]1[cH:33][cH:34][c:35](-[c:38]2[cH:39][cH:40][c:41]([C:42](=[O:43])[Cl:44])[cH:45][cH:46]2)[cH:36][cH:37]1.[CH3:53][CH2:54][OH:55].[CH:19]([Cl:20])([Cl:21])[Cl:22].[Cl:56][CH2:57][Cl:58].[OH:1][c:2]1[cH:3][cH:4][c:5]([O:6][CH:7]([C:8](=[O:9])[O:10][CH2:11][CH2:12][CH2:13][CH2:14][CH3:15])[CH3:16])[cH:17][cH:18]1.[cH:47]1[cH:48][cH:49][n:50][cH:51][cH:52]1>>[O:1]([c:2]1[cH:3][cH:4][c:5]([O:6][CH:7]([C:8](=[O:9])[O:10][CH2:11][CH2:12][CH2:13][CH2:14][CH3:15])[CH3:16])[cH:17][cH:18]1)[C:42]([c:41]1[cH:40][cH:39][c:38](-[c:35]2[cH:34][cH:33][c:32]([O:31][CH2:23][CH2:24][CH2:25][CH2:26][CH2:27][CH2:28][CH2:29][CH3:30])[cH:37][cH:36]2)[cH:46][cH:45]1)=[O:43]. Starting materials: C(=O)(OCC1=CC=CC=C1)N1CCC(CC1)CCN1C(CCC1)=O (1-[2-(N-Cbz-piperidin-4-yl)ethyl]-(2-pyrrolidinone)), C1CCOC1 (THF), [Li+].CC(C)[N-]C(C)C (LDA), C(C=C)Br (allyl bromide). Solvent: C(C)(=O)OCC (ethyl acetate). Conditions: temperature 0 celsius, time 1 hour. The product is ethyl acetate hexanes, C(=O)(OCC1=CC=CC=C1)N1CCC(CC1)CCC=C(C)C1C(NCC1)=O (1-[2-(N-Cbz-piperidin-4-yl)ethyl]-3-propen-2-yl-(2-pyrrolidinone)). Isolated yield 50.0%. RXN SMILES: [C:1]([N:11]1[CH2:16][CH2:15][CH:14]([CH2:17][CH2:18]N2CCCC2=O)[CH2:13][CH2:12]1)([O:3][CH2:4][C:5]1[CH:10]=[CH:9][CH:8]=[CH:7][CH:6]=1)=[O:2].[CH2:25]1[CH2:29][O:28][CH2:27][CH2:26]1.[Li+].CC([N-:34]C(C)C)C.[CH2:38](Br)[CH:39]=[CH2:40]>C(OCC)(=O)C>[C:1]([N:11]1[CH2:12][CH2:13][CH:14]([CH2:17][CH2:18][CH:40]=[C:39]([CH:25]2[CH2:26][CH2:27][NH:34][C:29]2=[O:28])[CH3:38])[CH2:15][CH2:16]1)([O:3][CH2:4][C:5]1[CH:6]=[CH:7][CH:8]=[CH:9][CH:10]=1)=[O:2] |f:2.3|. Procedure details: To a stirred solution of 114 (8.0 g, 24.2 mmol), and THF (180 mL) at -78° C. was added LDA (50 mL, 25 mmol, 0.5M/THF) dropwise. After 15 min. allyl bromide (2.3 mL, 26.6 mmol) was added. After 1.0 hour, the reaction mixture was allowed to warm to 0° C. over a 10 min. period. The reaction mixture was diluted with ethyl acetate and then washed with 5% KHSO4 and brine, dried (MgSO4) and concentrated. Flash chromatography (silica, 50% ethyl acetate/hexanes) gave 115. Starting materials: NC=1C(=CC2=C(N=C(N=C2)NCCCN(CC)CC)N1)C1=C(C=CC=C1Cl)Cl (7-amino-6-(2,6-dichlorophenyl)-2-(3-diethylamino-propylamino)-pyrido[2,3-d]pyrimidine), C(C)(C)N=C=O (isopropyl isocyanate). Product: ClC1=C(C(=CC=C1)Cl)C1=CC2=C(N=C(N=C2)NCCCN(CC)CC)N=C1NC(=O)NC(C)C (1-[6-(2,6-Dichlorophenyl)-2-(3-diethylamino-propylamino)-pyrido[2,3-d]pyrimidin-7-yl]-3-isopropyl-urea). RXN SMILES: [NH2:1][C:2]1[C:3]([C:21]2[C:26]([Cl:27])=[CH:25][CH:24]=[CH:23][C:22]=2[Cl:28])=[CH:4][C:5]2[CH:10]=[N:9][C:8]([NH:11][CH2:12][CH2:13][CH2:14][N:15]([CH2:18][CH3:19])[CH2:16][CH3:17])=[N:7][C:6]=2[N:20]=1.[CH:29]([N:32]=[C:33]=[O:34])([CH3:31])[CH3:30]>>[Cl:28][C:22]1[CH:23]=[CH:24][CH:25]=[C:26]([Cl:27])[C:21]=1[C:3]1[C:2]([NH:1][C:33]([NH:32][CH:29]([CH3:31])[CH3:30])=[O:34])=[N:20][C:6]2[N:7]=[C:8]([NH:11][CH2:12][CH2:13][CH2:14][N:15]([CH2:18][CH3:19])[CH2:16][CH3:17])[N:9]=[CH:10][C:5]=2[CH:4]=1. Reported procedure: The procedure of Example 21 was followed to react 0.30 g of 7-amino-6-(2,6-dichlorophenyl)-2-(3-diethylamino-propylamino)-pyrido[2,3-d]pyrimidine from Example 20 and 0.077 mL of isopropyl isocyanate. The product was purified by medium pressure chromatography on silica gel eluting with 90:10:1 EtOAc:MeOH:TEA to afford the title compound, mp 88-100° C.; CIMS (1% ammonia in methane): m/z (relative intensity) 504 (MH+, 3), 506 (MH+ +2, 2), 86 (100) Reaction SMILES: [CH2:1]([CH3:2])[N:3]([C:4](=[O:5])[NH:6][CH:7]1[CH2:8][N:9]([CH3:24])[CH:10]2[CH2:11][c:12]3[cH:13][nH:14][c:15]4[cH:16][c:17]([OH:23])[cH:18][c:19]([c:22]34)[CH:20]2[CH2:21]1)[CH2:25][CH3:26].[CH3:27][C:28](=[O:29])[O:30][C:31](=[O:32])[CH3:33].[cH:34]1[cH:35][cH:36][n:37][cH:38][cH:39]1>>[CH2:1]([CH3:2])[N:3]([C:4](=[O:5])[NH:6][CH:7]1[CH2:8][N:9]([CH3:24])[CH:10]2[CH2:11][c:12]3[cH:13][nH:14][c:15]4[cH:16][c:17]([O:23][C:28]([CH3:27])=[O:29])[cH:18][c:19]([c:22]34)[CH:20]2[CH2:21]1)[CH2:25][CH3:26]. The reactants are CCN(CC)C(=O)NC1CC2c3cc(O)cc4[nH]cc(c34)CC2N(C)C1, CC(=O)OC(C)=O, c1ccncc1. The product is CCN(CC)C(=O)NC1CC2c3cc(OC(C)=O)cc4[nH]cc(c34)CC2N(C)C1. Reactants: FC1=C(C=O)C(=CC=C1)F (2,6-difluorobenzaldehyde). The reagents and catalysts are [Pd] (palladium-on-carbon). Conditions: temperature 80 celsius. The product is FC1=C(CO)C(=CC=C1)F (2,6-difluorobenzyl alcohol). Yield: 85.5%. RXN SMILES: [F:1][C:2]1[CH:9]=[CH:8][CH:7]=[C:6]([F:10])[C:3]=1[CH:4]=[O:5]>[Pd]>[F:1][C:2]1[CH:9]=[CH:8][CH:7]=[C:6]([F:10])[C:3]=1[CH2:4][OH:5]. Reported procedure: 332 g of 2,6-difluorobenzaldehyde were placed under nitrogen in a 0.7 1 autoclave and admixed with 6.4 g of 5% strength by weight palladium-on-carbon (catalyst from Heraeus type K-0227, containing 50% by weight of water). The autoclave was closed and purged with nitrogen. 50 bar of hydrogen were then injected and the contents of the autoclave were heated to 80° C. Hydrogenation was carried out for a total of 4 hours while stirring. After cooling and venting, the reaction mixture was filtered thr... The reactants are C(C)(C)(C)OC(=O)N1CC2OC2CC1 ((±)-7-oxa-3-aza-bicyclo[4.1.0]heptane-3-carboxylic acid tert-butyl ester), [N-]=[N+]=[N-].[Na+] (sodium azide), [Cl-].[NH4+] (ammonium chloride). Run in C(C)O (ethanol). Product: C(C)(C)(C)OC(=O)N1C[C@H]([C@@H](CC1)N=[N+]=[N-])O ((3R*,4R*)-4-azido-3-hydroxy-piperidine-1-carboxylic acid tert-butyl ester), C(C)(C)(C)OC(=O)N1C[C@@H]([C@H](CC1)O)N=[N+]=[N-] ((3S*,4S*)-3-azido-4-hydroxy-piperidine-1-carboxylic acid tert-butyl ester). Reaction SMILES: [C:1]([O:5][C:6]([N:8]1[CH2:14][CH2:13][CH:12]2[CH:10]([O:11]2)[CH2:9]1)=[O:7])([CH3:4])([CH3:3])[CH3:2].[N-:15]=[N+:16]=[N-:17].[Na+].[Cl-].[NH4+]>C(O)C>[C:1]([O:5][C:6]([N:8]1[CH2:14][CH2:13][C@@H:12]([N:15]=[N+:16]=[N-:17])[C@H:10]([OH:11])[CH2:9]1)=[O:7])([CH3:4])([CH3:3])[CH3:2].[C:1]([O:5][C:6]([N:8]1[CH2:14][CH2:13][C@H:12]([OH:11])[C@@H:10]([N:15]=[N+:16]=[N-:17])[CH2:9]1)=[O:7])([CH3:4])([CH3:3])[CH3:2] |f:1.2,3.4|. Procedure details: To a stirring solution of (±)-7-oxa-3-aza-bicyclo[4.1.0]heptane-3-carboxylic acid tert-butyl ester (2.4 g, 12.06 mmol) in ethanol (20 mL) was added sodium azide (1.00 g, 15.62 mmol) and ammonium chloride (840 mg, 15.79 mmol). The resulting mixture was heated to reflux overnight and then partitioned between ethyl acetate and water. The combined organic layers were washed with brine, separated and dried (MgSO4). The crude product was purified by column chromatography to yield (3R*,4R*)-4-azido-3-h... Starting materials: FC1=C(C=CC=C1)N1N=NC(=C1C1=CC=NC=C1)C1=NC(=NO1)C1=CC=C(C=O)C=C1 (4-(5-(1-(2-fluorophenyl)-5-(pyridin-4-yl)-1H-1,2,3-triazol-4-yl)-1,2,4-oxadiazol-3-yl)benzaldehyde), F[C@@H]1CNCC1 ((S)-3-fluoropyrrolidine). Product: FC1=C(C=CC=C1)N1N=NC(=C1C1=CC=NC=C1)C1=NC(=NO1)C1=CC=C(C=C1)CN1C[C@@H](CC1)F (4-{1-(2-fluorophenyl)-4-[3-(4-{[(3R)-3-fluoropyrrolidin-1-yl]methyl}phenyl)-1,2,4-oxadiazol-5-yl]-1H-1,2,3-triazol-5-yl}pyridine), Example 160. As a reaction SMILES: [F:1][C:2]1[CH:7]=[CH:6][CH:5]=[CH:4][C:3]=1[N:8]1[C:12]([C:13]2[CH:18]=[CH:17][N:16]=[CH:15][CH:14]=2)=[C:11]([C:19]2[O:23][N:22]=[C:21]([C:24]3[CH:31]=[CH:30][C:27]([CH:28]=O)=[CH:26][CH:25]=3)[N:20]=2)[N:10]=[N:9]1.[F:32][C@H:33]1[CH2:37][CH2:36][NH:35][CH2:34]1>>[F:1][C:2]1[CH:7]=[CH:6][CH:5]=[CH:4][C:3]=1[N:8]1[C:12]([C:13]2[CH:18]=[CH:17][N:16]=[CH:15][CH:14]=2)=[C:11]([C:19]2[O:23][N:22]=[C:21]([C:24]3[CH:31]=[CH:30][C:27]([CH2:28][N:35]4[CH2:36][CH2:37][C@@H:33]([F:32])[CH2:34]4)=[CH:26][CH:25]=3)[N:20]=2)[N:10]=[N:9]1. Procedure details: The title compound was prepared following the procedure described for Example 94, but starting from 4-(5-(1-(2-fluorophenyl)-5-(pyridin-4-yl)-1H-1,2,3-triazol-4-yl)-1,2,4-oxadiazol-3-yl)benzaldehyde, obtained as described in Example 113, Step 1, (200 mg; 0.48 mmol) and (S)-3-fluoropyrrolidine (121 mg; 0.97 mmol) to give Example 160 as a white solid. 1H NMR: (CDCl3, 400 MHz) δ 8.73-8.70 (2H, m), 8.05 (2H, d, J=8.03 Hz), 7.63-7.52 (2H, m), 7.47 (2H, d, J=8.0 Hz), 7.39-7.34 (3H, m), 7.18 (1H, t, J=... Isolated yield 43.0%. As a reaction SMILES: Br[C:2]1[N:7]=[C:6]([C:8]2[CH:13]=[CH:12][CH:11]=[C:10]([C:14]3[CH:19]=[C:18]([O:20][CH3:21])[CH:17]=[CH:16][C:15]=3[OH:22])[N:9]=2)[CH:5]=[CH:4][CH:3]=1.[OH:23][C:24]1[C:29]([O:30][CH3:31])=[CH:28][C:27]([CH3:32])=[CH:26][C:25]=1B(O)O>>[OH:22][C:15]1[CH:16]=[CH:17][C:18]([O:20][CH3:21])=[CH:19][C:14]=1[C:10]1[N:9]=[C:8]([C:6]2[CH:5]=[CH:4][CH:3]=[C:2]([C:25]3[CH:26]=[C:27]([CH3:32])[CH:28]=[C:29]([O:30][CH3:31])[C:24]=3[OH:23])[N:7]=2)[CH:13]=[CH:12][CH:11]=1. Product: OC1=C(C=C(C=C1)OC)C1=CC=CC(=N1)C1=NC(=CC=C1)C1=C(C(=CC(=C1)C)OC)O (6-(2-Hydroxy-5-methoxyphenyl)-6′-(2-hydroxy-3-methoxy-5-methylphenyl)-2,2′-bipyridine). Reactants: BrC1=CC=CC(=N1)C1=NC(=CC=C1)C1=C(C=CC(=C1)OC)O (6-bromo-6′-(2-hydroxy-5-methoxyphenyl)-2,2′-bipyridine), OC1=C(C=C(C=C1OC)C)B(O)O (2-hydroxy-3-methoxy-5-methylphenylboronic acid). Reported procedure: 6-(2-Hydroxy-5-methoxyphenyl)-6′-(2-hydroxy-3-methoxy-5-methylphenyl)-2,2′-bipyridine was prepared from 6-bromo-6′-(2-hydroxy-5-methoxyphenyl)-2,2′-bipyridine and 2-hydroxy-3-methoxy-5-methylphenylboronic acid in 43% yield using method F; δH [2H6]-DMSO 13.40,(1H, s), 12.51,(1H, s), 8.37,(1H, d), 8.29,(1H, d), 8.20,(2H, t), 8.14,(2H, d), 7.67,(1H, s), 7.51,(1H, s), 7.00,(1H, d), 6.94,(2H, m), 3.83,(6H, s), 2.34,(3H, s). Reactants: CN(CC1=CC=C(C=C1)[N+](=O)[O-])CC(OC)OC (N-methyl-N-(4-nitrophenylmethyl)-2,2-dimethoxy-ethylamine), FC(S(=O)(=O)O)(F)F (trifluoromethanesulphonic acid), [OH-].[Na+] (NaOH). Reaction conditions: time 18 hour. Yields the product [N+](=O)([O-])C=1C=C2C(CN(CC2=CC1)C)OC (6-nitro-4-methoxy-2-methyl-1,2,3,4-tetrahydro-isoquinoline). RXN SMILES: [CH3:1][N:2]([CH2:13][CH:14](OC)[O:15][CH3:16])[CH2:3][C:4]1[CH:9]=[CH:8][C:7]([N+:10]([O-:12])=[O:11])=[CH:6][CH:5]=1.FC(F)(F)S(O)(=O)=O.[OH-].[Na+]>>[N+:10]([C:7]1[CH:6]=[C:5]2[C:4](=[CH:9][CH:8]=1)[CH2:3][N:2]([CH3:1])[CH2:13][CH:14]2[O:15][CH3:16])([O-:12])=[O:11] |f:2.3|. Procedure details: A mixture of 0.83 g of N-methyl-N-(4-nitrophenylmethyl)-2,2-dimethoxy-ethylamine and 3.0 ml trifluoromethanesulphonic acid is prepared in a dry ice/ethanol cooling bath, slowly brought to ambient temperature and stirred for 18 h. Then it is poured onto ice water, made alkaline with 2N NaOH, extracted 3× with EtOAc, the organic phases are dried with Na2SO4, concentrated and purified by repeated chromatography.